This data is from the Open Reaction Database (ORD), a public repository of structured organic reaction records. The task is: describe an organic reaction: reactants, conditions, products, and yield The reactants are CC(=O)[O-], CCOC(=O)C=CCC(=O)OCC, ClCCl, Ic1ccccc1, [Na+], CC(=O)[O-], CC(=O)[O-], [Pd+2]. Yields the product CCOC(=O)C=C(CC(=O)OCC)c1ccccc1. As a reaction SMILES: [C:21]([O-:22])(=[O:23])[CH3:24].[CH2:8]([CH3:9])[O:10][C:11]([CH:12]=[CH:13][CH2:14][C:15](=[O:16])[O:17][CH2:18][CH3:19])=[O:20].[Cl:26][CH2:27][Cl:28].[I:1][c:2]1[cH:3][cH:4][cH:5][cH:6][cH:7]1.[Na+:25].[O-:30][C:31]([CH3:32])=[O:33].[O-:34][C:35]([CH3:36])=[O:37].[Pd+2:29]>>[c:2]1([C:13]([CH2:12][C:11]([O:10][CH2:8][CH3:9])=[O:20])=[CH:14][C:15](=[O:16])[O:17][CH2:18][CH3:19])[cH:3][cH:4][cH:5][cH:6][cH:7]1. Starting materials: C(C1=CC=CC=C1)N1CC(CC1)NCC1=CC=CC=C1 (1-benzyl-3-benzylaminopyrrolidine), C (charcoal). The reagents and catalysts are [Pd] (palladium). The solvent is CO (methanol). Product: CC(C=NC1CNCC1)(C)C (3-(2,2-dimethyl-propylidene-amino)-pyrrolidine). Isolated yield 58.0%. RXN SMILES: C([N:8]1[CH2:12][CH2:11][CH:10]([NH:13][CH2:14][C:15]2[CH:20]=CC=C[CH:16]=2)[CH2:9]1)C1C=CC=CC=1.[CH4:21]>CO.[Pd]>[CH3:21][C:15]([CH3:16])([CH3:20])[CH:14]=[N:13][CH:10]1[CH2:11][CH2:12][NH:8][CH2:9]1. Procedure details: 36.8 g (0.138 mol) of 1-benzyl-3-benzylaminopyrrolidine are hydrogenated in 160 ml of methanol over 5 g of 5% strength palladium on active charcoal at 130° C. under a hydrogen pressure of 100 bar for 10 hours. The catalyst is filtered off and 16.6 g (0.138 mol ) of 71% strength pivalaldehyde are added to the filtrate, while stirring, after which the temperature rises from 20° C. to 28° C. The mixture is subsequently stirred for 30 minutes, the methanol is removed on a rotary evaporator and the r... Starting materials: C1(CCCCC1)C1=CNC2=CC(=CC=C12)C(=O)OC (Methyl 3-cyclohexyl-1H-indole-6-carboxylate), [H-].[Na+] (NaH), BrCCCCC(=O)OC (Methyl 5-bromovalerate). Solvent: CN(C)C=O (DMF). Run at time 15 minute. Product: C1(CCCCC1)C1=CN(C2=CC(=CC=C12)C(=O)OC)CCCCC(=O)OC (Methyl 3-cyclohexyl-1-(5-methoxy-5-oxopentyl)-1H-indole-6-carboxylate). Yield: 56.9%. RXN SMILES: [CH:1]1([C:7]2[C:15]3[C:10](=[CH:11][C:12]([C:16]([O:18][CH3:19])=[O:17])=[CH:13][CH:14]=3)[NH:9][CH:8]=2)[CH2:6][CH2:5][CH2:4][CH2:3][CH2:2]1.[H-].[Na+].Br[CH2:23][CH2:24][CH2:25][CH2:26][C:27]([O:29][CH3:30])=[O:28]>CN(C=O)C>[CH:1]1([C:7]2[C:15]3[C:10](=[CH:11][C:12]([C:16]([O:18][CH3:19])=[O:17])=[CH:13][CH:14]=3)[N:9]([CH2:23][CH2:24][CH2:25][CH2:26][C:27]([O:29][CH3:30])=[O:28])[CH:8]=2)[CH2:2][CH2:3][CH2:4][CH2:5][CH2:6]1 |f:1.2|. Reported procedure: Methyl 3-cyclohexyl-1H-indole-6-carboxylate (500 mg, 1.94 mmol) was added to a suspension of NaH (85.5 mg of 60% dispersion in mineral oil, 2.14 mmol) in DMF (5 mL), and the reaction mixture stirred at RT for 15 min. Methyl 5-bromovalerate (0.305 mL, 2.14 mmol) was then added and the reaction mixture stirred at RT overnight, after which the reaction was quenched with ice and extracted with ethyl acetate (2×50 mL). The extracts were then combined, washed with 1N HCl solution, dried (MgSO4), filte... The reactants are [Li]CCCC, Cc1ccc(S(=O)(=O)O)cc1, Cl, O=C1CCCCC1, c1ccccc1, c1ccsc1. Yields the product C1=C(c2cccs2)CCCC1. RXN SMILES: [CH2:1]([Li:2])[CH2:3][CH2:4][CH3:5].[CH3:19][c:20]1[cH:21][cH:22][c:23]([S:24]([OH:25])(=[O:26])=[O:27])[cH:28][cH:29]1.[ClH:18].[O:11]=[C:12]1[CH2:13][CH2:14][CH2:15][CH2:16][CH2:17]1.[cH:30]1[cH:31][cH:32][cH:33][cH:34][cH:35]1.[cH:6]1[cH:7][cH:8][s:9][cH:10]1>>[cH:6]1[cH:7][c:8]([C:12]2=[CH:13][CH2:14][CH2:15][CH2:16][CH2:17]2)[s:9][cH:10]1. Reactants: CCOC(=O)c1c(C)csc1NC(C)=O, CN(C=O)c1ccccc1, CC(=O)[O-], [Na+], O=P(Cl)(Cl)Cl. Product: CCOC(=O)c1c(NC(C)=O)sc(C=O)c1C. RXN SMILES: [C:1]([CH3:2])(=[O:3])[NH:4][c:5]1[s:6][cH:7][c:8]([CH3:15])[c:9]1[C:10](=[O:11])[O:12][CH2:13][CH3:14].[CH3:16][N:17]([c:18]1[cH:19][cH:20][cH:21][cH:22][cH:23]1)[CH:24]=[O:25].[CH3:32][C:33](=[O:34])[O-:35].[Na+:31].[P:26]([Cl:27])([Cl:28])([Cl:29])=[O:30]>>[C:1]([CH3:2])(=[O:3])[NH:4][c:5]1[s:6][c:7]([CH:24]=[O:25])[c:8]([CH3:15])[c:9]1[C:10](=[O:11])[O:12][CH2:13][CH3:14]. The reactants are C(CCC)[Li] (n-butyllithium), C1=CC=CC=2C3=CC=CC=C3C(C12)=O (9-fluorenone), CCCCCC (hexane). The reagents and catalysts are [Br-].C[P+](C1=CC=CC=C1)(C1=CC=CC=C1)C1=CC=CC=C1 (methyl triphenylphosphonium bromide). The solvent is O1CCCC1 (tetrahydrofuran), CCOCC (ether). Conditions: time 0.5 hour. Product: C=C1C2=CC=CC=C2C=2C=CC=CC12 (9-methylene-fluorene). Yield: 76.3%. As a reaction SMILES: [CH2:1]([Li])CCC.CCCCCC.[CH:12]1[C:24]2[C:23](=O)[C:22]3[C:17](=[CH:18][CH:19]=[CH:20][CH:21]=3)[C:16]=2[CH:15]=[CH:14][CH:13]=1>[Br-].C[P+](C1C=CC=CC=1)(C1C=CC=CC=1)C1C=CC=CC=1.CCOCC.O1CCCC1>[CH2:1]=[C:23]1[C:22]2[CH:21]=[CH:20][CH:19]=[CH:18][C:17]=2[C:16]2[C:24]1=[CH:12][CH:13]=[CH:14][CH:15]=2 |f:3.4|. Reported procedure: A suspension of methyl triphenylphosphonium bromide (31.22 g; 87.3 mmol) in 500 mL of ether was added at -30° C. 10M n-butyllithium in hexane (8.73 mL; 87.3 mmol) and the mixture was allowed to stir at room temperature for 1/2 h. To the above mixture was added 15 g (83.2 mmol) of 9-fluorenone in 50 mL of tetrahydrofuran and the mixture was refluxed for 1 h. The above mixture was cooled to 0° C., filtered, and concentrated to yield 11.3 g (76.3%) of 9-methylene-fluorene (Formula III: R3 =R4 =H; R... Reactants: ClC1=CC=CC(=N1)N1C(=NC2=C1C=CC=C2)\C=C\C2=CC=CC=C2 ((E)-1-(6-Chloropyridin-2-yl)-2-styryl-1H-benzimidazole), CC[O-].[Na+] (NaOEt), O (water). Solvent: CO (MeOH), C1(=CC=CC=C1)C (toluene). Product: Cl.COC1=CC=CC(=N1)N1C(=NC2=C1C=CC=C2)\C=C\C2=CC=CC=C2 ((E)-1-(6-Methoxypyridin-2-yl)-2-styryl-1H-benzimidazole hydrochloride). Yield: 24.0%. Reaction SMILES: [Cl:1][C:2]1[N:7]=[C:6]([N:8]2[C:12]3[CH:13]=[CH:14][CH:15]=[CH:16][C:11]=3[N:10]=[C:9]2/[CH:17]=[CH:18]/[C:19]2[CH:24]=[CH:23][CH:22]=[CH:21][CH:20]=2)[CH:5]=[CH:4][CH:3]=1.C[CH2:26][O-:27].[Na+].O>CO.C1(C)C=CC=CC=1>[ClH:1].[CH3:26][O:27][C:2]1[N:7]=[C:6]([N:8]2[C:12]3[CH:13]=[CH:14][CH:15]=[CH:16][C:11]=3[N:10]=[C:9]2/[CH:17]=[CH:18]/[C:19]2[CH:24]=[CH:23][CH:22]=[CH:21][CH:20]=2)[CH:5]=[CH:4][CH:3]=1 |f:1.2,6.7|. Procedure: According to the literature procedure (Trecourt, F.; Mallet, M.; Mongin, O,.; Queguiner, G. J. Org. Chem. 1994, 59, 6173.), a solution of (E)-1-(6-Chloropyridin-2-yl)-2-styryl-1H-benzimidazole (145 mg, 0.44 mmol), 28% NaOEt in MeOH (3 ml) and toluene (5 ml) was maintained at room temperature for 2 h then heated under reflux condition for 1 h. To this solution, water (1 ml) was added and it was concentrated by evaporator. To this residue , water (5 ml) was added and the whole was extracted with C... The reactants are CN(C(C=C)=O)C (N,N-dimethylacrylamide), BrC=1C=CC(=C(C1)C=1NC(C2=C(N1)C(=NN2C)CCC)=O)OCC (5-(5-bromo-2-ethoxyphenyl)-1-methyl-3-n-propyl-1,6-dihydro-7H-pyrazolo[4,3-d]pyrimidin-7-one). Yields the product CN(C(\C=C\C1=CC(=C(C=C1)OCC)C=1NC(C2=C(N1)C(=NN2C)CCC)=O)=O)C ((E)-4-Ethoxy-3-(1-methyl-7-oxo-3-n-propyl-1,6-dihydro-7H-pyrazolo[4,3-d]pyrimidin-5-yl)cinnamic acid dimethylamide). Reaction SMILES: [CH3:1][N:2]([CH3:7])[C:3](=[O:6])[CH:4]=[CH2:5].Br[C:9]1[CH:10]=[CH:11][C:12]([O:29][CH2:30][CH3:31])=[C:13]([C:15]2[NH:16][C:17](=[O:28])[C:18]3[N:23]([CH3:24])[N:22]=[C:21]([CH2:25][CH2:26][CH3:27])[C:19]=3[N:20]=2)[CH:14]=1>>[CH3:1][N:2]([CH3:7])[C:3](=[O:6])/[CH:4]=[CH:5]/[C:9]1[CH:10]=[CH:11][C:12]([O:29][CH2:30][CH3:31])=[C:13]([C:15]2[NH:16][C:17](=[O:28])[C:18]3[N:23]([CH3:24])[N:22]=[C:21]([CH2:25][CH2:26][CH3:27])[C:19]=3[N:20]=2)[CH:14]=1. Reported procedure: The title compound was prepared from N,N-dimethylacrylamide and 5-(5-bromo-2-ethoxyphenyl)-1-methyl-3-n-propyl-1,6-dihydro-7H-pyrazolo[4,3-d]pyrimidin-7-one following the procedure of Example 19 and was obtained, following crystallisation from ethyl acetate-hexane, as colourless crystals (38%), m.p. 219°-221° C. Found: C,64.15; H,6.46; N,16.96. C22H27N5O3 requires C,64.53; H,6.65; N,17.10%. Starting materials: CC(=O)O, Cl, CCOC(=O)c1cn(-c2ccc(F)cc2)c2cc(F)c(F)c(C)c2c1=O. Product: Cc1c(F)c(F)cc2c1c(=O)c(C(=O)O)cn2-c1ccc(F)cc1. As a reaction SMILES: [CH3:28][C:29](=[O:30])[OH:31].[ClH:27].[F:1][c:2]1[cH:3][cH:4][c:5](-[n:8]2[cH:9][c:10]([C:22](=[O:23])[O:24][CH2:25][CH3:26])[c:11](=[O:21])[c:12]3[c:13]([CH3:20])[c:14]([F:19])[c:15]([F:18])[cH:16][c:17]23)[cH:6][cH:7]1>>[F:1][c:2]1[cH:3][cH:4][c:5](-[n:8]2[cH:9][c:10]([C:22](=[O:23])[OH:24])[c:11](=[O:21])[c:12]3[c:13]([CH3:20])[c:14]([F:19])[c:15]([F:18])[cH:16][c:17]23)[cH:6][cH:7]1. Reactants: Cl.Cl.Cl.COC=1C=C(C=CC1N1C=NC(=C1)C)NC=1SC=2CNCCC2N1 ([3-methoxy-4-(4-methyl-imidazol-1-yl)-phenyl]-(4,5,6,7-tetrahydro-thiazolo[5,4-c]pyridin-2-yl)-amine trihydrochloride), FC(CC(=O)Cl)(F)F (3,3,3-trifluoropropionylchloride), ( 100 ). Yields the product FC(CC(=O)N1CC2=C(CC1)N=C(S2)NC2=CC(=C(C=C2)N2C=NC(=C2)C)OC)(F)F (3,3,3-Trifluoro-1-{2-[3-methoxy-4-(4-methyl-imidazol-1-yl)-phenylamino]-6,7-dihydro-4H-thiazolo[5,4-c]pyridin-5-yl}-propan-1-one). Reaction SMILES: Cl.Cl.Cl.[CH3:4][O:5][C:6]1[CH:7]=[C:8]([NH:18][C:19]2[S:20][C:21]3[CH2:22][NH:23][CH2:24][CH2:25][C:26]=3[N:27]=2)[CH:9]=[CH:10][C:11]=1[N:12]1[CH:16]=[C:15]([CH3:17])[N:14]=[CH:13]1.[F:28][C:29]([F:35])([F:34])[CH2:30][C:31](Cl)=[O:32]>>[F:28][C:29]([F:35])([F:34])[CH2:30][C:31]([N:23]1[CH2:24][CH2:25][C:26]2[N:27]=[C:19]([NH:18][C:8]3[CH:9]=[CH:10][C:11]([N:12]4[CH:16]=[C:15]([CH3:17])[N:14]=[CH:13]4)=[C:6]([O:5][CH3:4])[CH:7]=3)[S:20][C:21]=2[CH2:22]1)=[O:32] |f:0.1.2.3|. Procedure: The title compound was prepared in analogy to example 45 from 90 mg (0.2 mmol) [3-methoxy-4-(4-methyl-imidazol-1-yl)-phenyl]-(4,5,6,7-tetrahydro-thiazolo[5,4-c]pyridin-2-yl)-amine trihydrochloride and 30 mg (0.2 mmol) 3,3,3-trifluoropropionylchloride yielding 29 mg (32%) 3,3,3-trifluoro-1-{2-[3-methoxy-4-(4-methyl-imidazol-1-yl)-phenylamino]-6,7-dihydro-4H-thiazolo[5,4-c]pyridin-5-yl}-propan-1-one as a light yellow solid. MS ISP (m/e): 452.0 (100) (M+H)+. 1H NMR (DMSO-D6, 250 MHz): δ (ppm)=10.33...